This data is from the Open Reaction Database (ORD), a public repository of structured organic reaction records. The task is: describe an organic reaction: reactants, conditions, products, and yield Starting materials: CCCCc1ccc(NC(=O)N(C)c2cccc(-c3ccc(CCC(=O)OCC)cc3)c2)cc1, CCO, [Na+], [OH-]. Product: CCCCc1ccc(NC(=O)N(C)c2cccc(-c3ccc(CCC(=O)O)cc3)c2)cc1. RXN SMILES: [CH2:3]([CH2:4][CH2:5][CH3:6])[c:7]1[cH:8][cH:9][c:10]([NH:13][C:14]([N:15]([CH3:16])[c:17]2[cH:18][c:19](-[c:23]3[cH:24][cH:25][c:26]([CH2:29][CH2:30][C:31](=[O:32])[O:33][CH2:34][CH3:35])[cH:27][cH:28]3)[cH:20][cH:21][cH:22]2)=[O:36])[cH:11][cH:12]1.[CH3:37][CH2:38][OH:39].[Na+:2].[OH-:1]>>[CH2:3]([CH2:4][CH2:5][CH3:6])[c:7]1[cH:8][cH:9][c:10]([NH:13][C:14]([N:15]([CH3:16])[c:17]2[cH:18][c:19](-[c:23]3[cH:24][cH:25][c:26]([CH2:29][CH2:30][C:31](=[O:32])[OH:33])[cH:27][cH:28]3)[cH:20][cH:21][cH:22]2)=[O:36])[cH:11][cH:12]1. Reactants: C(C)(C)(C)OC(N[C@H](CC1=CNC2=CC=CC=C12)C=1NC=C(N1)C1=CC=NC=C1)=O ([(R)-2-(1H-indol-3-yl)-1-(4-pyridin-4-yl-1H-imidazol-2-yl)-ethyl]-carbamic acid tert-butyl ester), Cl (HCl). Solvent: C(C)(=O)O (acetic acid). Run at time 1 hour. The product is Cl.Cl.N1C=C(C2=CC=CC=C12)C[C@H](C=1NC=C(N1)C1=CC=NC=C1)N ((R)-2-(1H-indol-3-yl)-1-(4-pyridin-4-yl-1H-imidazol-2-yl)-ethylamine dihydrochloride). Yield: 94.0%. As a reaction SMILES: C(OC(=O)[NH:7][C@@H:8]([C:19]1[NH:20][CH:21]=[C:22]([C:24]2[CH:29]=[CH:28][N:27]=[CH:26][CH:25]=2)[N:23]=1)[CH2:9][C:10]1[C:18]2[C:13](=[CH:14][CH:15]=[CH:16][CH:17]=2)[NH:12][CH:11]=1)(C)(C)C.[ClH:31]>C(O)(=O)C>[ClH:31].[ClH:31].[NH:12]1[C:13]2[C:18](=[CH:17][CH:16]=[CH:15][CH:14]=2)[C:10]([CH2:9][C@@H:8]([NH2:7])[C:19]2[NH:20][CH:21]=[C:22]([C:24]3[CH:29]=[CH:28][N:27]=[CH:26][CH:25]=3)[N:23]=2)=[CH:11]1 |f:3.4.5|. Procedure details: [(R)-2-(1H-indol-3-yl)-1-(4-pyridin-4-yl-1H-imidazol-2-yl)-ethyl]-carbamic acid tert-butyl ester (3.46 g, 8.58 mmol) is dissolved in a mixture of glacial acetic acid (99.5%, 25 ml) and conc. aq. HCl (37%, 2.5 ml) and the solution is stirred under argon at room temperature for 1 h. The resulting precipitate is filtered, washed with acetone and dried to give 3.04 g (94%) of (R)-2-(1H-indol-3-yl)-1-(4-pyridin-4-yl-1H-imidazol-2-yl)-ethylamine dihydrochloride (TLC: silica gel, toluene:ethanol:AcOH 4...